Dataset: the Open Reaction Database (ORD), a public repository of structured organic reaction records. Task: describe an organic reaction: reactants, conditions, products, and yield The reactants are ClC=1C=C(C=CC1C=O)C1=C(C=C(C=C1)O)C (3-chloro-4′-hydroxy-2′-methyl-1,1′-biphenyl-4-carbaldehyde), Cl.NO (hydroxylamine hydrochloride). Solvent: CO (methanol), O1CCCC1 (tetrahydrofuran). Product: ClC=1C=C(C=CC1C=NO)C1=C(C=C(C=C1)O)C (3-Chloro-4′-hydroxy-2′-methyl-1,1′-biphenyl-4-carbaldehyde oxime). RXN SMILES: [Cl:1][C:2]1[CH:3]=[C:4]([C:10]2[CH:15]=[CH:14][C:13]([OH:16])=[CH:12][C:11]=2[CH3:17])[CH:5]=[CH:6][C:7]=1[CH:8]=O.Cl.[NH2:19][OH:20]>O1CCCC1.CO>[Cl:1][C:2]1[CH:3]=[C:4]([C:10]2[CH:15]=[CH:14][C:13]([OH:16])=[CH:12][C:11]=2[CH3:17])[CH:5]=[CH:6][C:7]=1[CH:8]=[N:19][OH:20] |f:1.2|. Reported procedure: The title compound was prepared by reacting 3-chloro-4′-hydroxy-2′-methyl-1,1′-biphenyl-4-carbaldehyde (500 mg, 2.03 mmol) with hydroxylamine hydrochloride (425 mg, 6.10 mmol) in anhydrous tetrahydrofuran (50 mL) and methanol (20 mL) according to Method C to yield 350 mg (57% over two steps) of white solid: mp 169-171° C.; 1H NMR (DMSO-d6): δ 2.19 (3H, s), 6.65-6.70 (2H, m), 7.06 (1H, d, J=8.14 Hz), 7.31 (1H, d, J=8.05 Hz), 7.41 (1H, d, J=1.40 Hz), 7.83 (1H, d, J=8.08 Hz), 8.38 (1H, s), 9.51 (1H... Starting materials: C(C(=O)Cl)(=O)Cl (Oxalyl chloride), FC1=CC=C(OCC(CCCCCO)OCOCCOC)C=C1 ((±)-7-(4-fluorophenoxy)-6-(2-methoxyethoxymethoxy)heptan-1-ol), CS(=O)C (dimethyl sulfoxide). The solvent is C(Cl)Cl (methylene chloride), C(Cl)Cl (CH2Cl2). Run at temperature -78 celsius, time 45 minute. Product: FC1=CC=C(OCC(CCCCC=O)OCOCCOC)C=C1 ((±)-7-(4-fluorophenoxy)-6-(2-methoxyethoxymethoxy)-heptan-1-al). As a reaction SMILES: C(Cl)(=O)C(Cl)=O.CS(C)=O.[F:11][C:12]1[CH:33]=[CH:32][C:15]([O:16][CH2:17][CH:18]([O:25][CH2:26][O:27][CH2:28][CH2:29][O:30][CH3:31])[CH2:19][CH2:20][CH2:21][CH2:22][CH2:23][OH:24])=[CH:14][CH:13]=1>C(Cl)Cl>[F:11][C:12]1[CH:13]=[CH:14][C:15]([O:16][CH2:17][CH:18]([O:25][CH2:26][O:27][CH2:28][CH2:29][O:30][CH3:31])[CH2:19][CH2:20][CH2:21][CH2:22][CH:23]=[O:24])=[CH:32][CH:33]=1. Reported procedure: Oxalyl chloride (2.9 ml, 33.6 mmol) is added to 25 ml of methylene chloride and cooled to −78° C. Dry dimethyl sulfoxide (4.7 ml, 67.2 mmol) is then added and the reaction is stirred at −78° C. After 45 minutes, (±)-7-(4-fluorophenoxy)-6-(2-methoxyethoxymethoxy)-heptan-1-ol 44 (3.7 g, 11.2 mmol) dissolved in CH2Cl2 is added and the reaction is stirred at −78° C. After 1 hour, the reaction is quenched with 15.7 ml of triethylamine and diluted with CH2Cl2. The reaction mixture is then washed with ... The reactants are C(C1=CC=CC=C1)OC(=O)N(C1(C(C1)C(F)F)C(=O)OC)C(=O)OC(C)(C)C (methyl 1-((benzyloxycarbonyl)(tert-butoxycarbonyl)amino)-2-(difluoromethyl)cyclopropanecarboxylate), C(C)(C)(C)OC(=O)NC1(C(C1)C(F)F)C(=O)OC (methyl 1-(tert-butoxycarbonylamino)-2-(difluoromethyl)cyclopropanecarboxylate), [OH-].[Na+] (sodium hydroxide). The solvent is CO (MeOH). Conditions: time 18 hour. Product: C(C)(C)(C)OC(=O)NC1(C(C1)C(F)F)C(=O)O (1-(tert-butoxycarbonylamino)-2-(difluoromethyl)cyclopropanecarboxylic acid). The yield is 151.3%. As a reaction SMILES: C(OC([N:11]([C:22]([O:24][C:25]([CH3:28])([CH3:27])[CH3:26])=[O:23])[C:12]1([C:18]([O:20]C)=[O:19])[CH2:14][CH:13]1[CH:15]([F:17])[F:16])=O)C1C=CC=CC=1.C(OC(NC1(C(OC)=O)CC1C(F)F)=O)(C)(C)C.[OH-].[Na+]>CO>[C:25]([O:24][C:22]([NH:11][C:12]1([C:18]([OH:20])=[O:19])[CH2:14][CH:13]1[CH:15]([F:17])[F:16])=[O:23])([CH3:28])([CH3:26])[CH3:27] |f:2.3|. Reported procedure: A mixture of methyl 1-((benzyloxycarbonyl)(tert-butoxycarbonyl)amino)-2-(difluoromethyl)cyclopropanecarboxylate (1.05 g, 2.63 mmol), methyl 1-(tert-butoxycarbonylamino)-2-(difluoromethyl)cyclopropanecarboxylate (1.43 g, 5.39 mmol) in MeOH (20 mL) and sodium hydroxide (10 mL, 40.0 mmol) was stirred at rt for 18 h. The reaction mixture was concentrated and adjusted to pH=4 using 1N HCl. A white solid precipitated from the solution and was collected by filteration. The filter cake was washed with w... Reactants: O1C=C(C=C1)C(=O)OCC (ethyl furan-3-carboxylate), [Br-] (bromide), C(C)OCC (diethyl ether), S(O)(O)(=O)=O (sulphuric acid), titanium tetra-isopropyloxide, C(C)OCC (diethyl ether). Conditions: time 1.5 hour. Product: O1C=C(C=C1)C1(CC1)O (1-furan-3-yl-cyclopropanol). Reaction SMILES: [O:1]1[CH:5]=[CH:4][C:3]([C:6]([O:8]CC)=O)=[CH:2]1.[Br-].S(=O)(=O)(O)O.[CH2:17](OCC)[CH3:18]>>[O:1]1[CH:5]=[CH:4][C:3]([C:6]2([OH:8])[CH2:18][CH2:17]2)=[CH:2]1. Reported procedure: 2.50 g (17.84 mmol) ethyl furan-3-carboxylate and 0.53 ml (1.82 mmol) titanium tetra-isopropyloxide are placed in 56 ml diethyl ether, 12.61 ml (37.82 mmol) ethylmagnesum bromide (Grignard reagent in tetrahydrofuran) in 28 ml diethyl ether are added dropwise within 1 hour, while the temperature should not rise above 20° C. The reaction mixture is stirred for 1.5 hours, then hydrolysed with 180 ml 10% sulphuric acid. The aqueous phase is extracted with diethyl ether, the combined organic phases a... Starting materials: CCOC(=O)c1cn(-c2ccccc2)nc1C(F)(F)F, CO, Cl, [Na+], [OH-]. Product: O=C(O)c1cn(-c2ccccc2)nc1C(F)(F)F. As a reaction SMILES: [CH2:1]([CH3:2])[O:3][C:4](=[O:5])[c:6]1[c:7]([C:17]([F:18])([F:19])[F:20])[n:8][n:9](-[c:11]2[cH:12][cH:13][cH:14][cH:15][cH:16]2)[cH:10]1.[CH3:24][OH:25].[ClH:23].[Na+:22].[OH-:21]>>[O:3]=[C:4]([OH:5])[c:6]1[c:7]([C:17]([F:18])([F:19])[F:20])[n:8][n:9](-[c:11]2[cH:12][cH:13][cH:14][cH:15][cH:16]2)[cH:10]1. Conditions: time 2 hour. Yields the product C1(CCCCC1)OC=1C=C(C=CC1OC)C=1OC=C(N1)CCC(=O)C1=NC=CC=C1C (3-[2-(3-cyclohexyloxy-4-methoxyphenyl)oxazol-4-yl]-1-(3-methylpyridin-2-yl)propan-1-one). Reported procedure: A 0.3 g quantity of 3-{2-[3-(2-cyclohexenyloxy)-4-methoxyphenyl]oxazol-4-yl}-1-(3-methylpyridin-2-yl)propan-1-one obtained in Example 157 was dissolved in 20 ml of ethanol. A 50 mg quantity of 10% palladium-carbon powder was added thereto, and the mixture was stirred at room temperature for 2 hours. The catalyst was removed by filtration, and the filtrate was then concentrated. The obtained residue was purified by silica gel column chromatography (n-hexane:ethyl acetate=3:1) to give 0.2 g of pal... The reactants are C1(C=CCCC1)OC=1C=C(C=CC1OC)C=1OC=C(N1)CCC(=O)C1=NC=CC=C1C (3-{2-[3-(2-cyclohexenyloxy)-4-methoxyphenyl]oxazol-4-yl}-1-(3-methylpyridin-2-yl)propan-1-one). RXN SMILES: [CH:1]1([O:7][C:8]2[CH:9]=[C:10]([C:16]3[O:17][CH:18]=[C:19]([CH2:21][CH2:22][C:23]([C:25]4[C:30]([CH3:31])=[CH:29][CH:28]=[CH:27][N:26]=4)=[O:24])[N:20]=3)[CH:11]=[CH:12][C:13]=2[O:14][CH3:15])[CH2:6][CH2:5][CH2:4][CH:3]=[CH:2]1>C(O)C.[C].[Pd]>[CH:1]1([O:7][C:8]2[CH:9]=[C:10]([C:16]3[O:17][CH:18]=[C:19]([CH2:21][CH2:22][C:23]([C:25]4[C:30]([CH3:31])=[CH:29][CH:28]=[CH:27][N:26]=4)=[O:24])[N:20]=3)[CH:11]=[CH:12][C:13]=2[O:14][CH3:15])[CH2:2][CH2:3][CH2:4][CH2:5][CH2:6]1 |f:2.3|. The solvent is C(C)O (ethanol). The reagents and catalysts are [C].[Pd] (palladium-carbon).